This data is from the Open Reaction Database (ORD), a public repository of structured organic reaction records. The task is: describe an organic reaction: reactants, conditions, products, and yield The reactants are C(C)(=O)OC[C@@H]1C[C@@H](OC(O1)(C)C)CC(=O)OCC (ethyl 2-((4R,6S)-6-(acetoxymethyl)-2,2-dimethyl-1,3-dioxan-4-yl)acetate), C([O-])([O-])=O.[K+].[K+] (potassium carbonate). Run in CO (methanol). Conditions: temperature 5 celsius, time 2 hour. Yields the product OC[C@@H]1C[C@@H](OC(O1)(C)C)CC(=O)OC (methyl 2-((4R,6S)-6-(hydroxymethyl)-2,2-dimethyl-1,3-dioxan-4-yl)acetate). RXN SMILES: C([O:4][CH2:5][C@H:6]1[O:11][C:10]([CH3:13])([CH3:12])[O:9][C@@H:8]([CH2:14][C:15]([O:17][CH2:18]C)=[O:16])[CH2:7]1)(=O)C.C(=O)([O-])[O-].[K+].[K+]>CO>[OH:4][CH2:5][C@H:6]1[O:11][C:10]([CH3:12])([CH3:13])[O:9][C@@H:8]([CH2:14][C:15]([O:17][CH3:18])=[O:16])[CH2:7]1 |f:1.2.3|. Procedure: Mixture of ethyl 2-((4R,6S)-6-(acetoxymethyl)-2,2-dimethyl-1,3-dioxan-4-yl)acetate (80 grams), potassium carbonate (21 grams) in methanol (400 ml) was stirred for 2 hours at 0-10° C. The reaction mixture was quenched with water and then the reaction mixture extracted into methylene chloride and washed it with water. The methylene chloride from the reaction mixture was distilled off under reduced pressure to get the title compound. Reactants: ClC1=C(C=C(C(=C1Cl)SC#N)Cl)O (2,3,5-trichloro-4-thiocyanatophenol), ClC1=C(C(=CC(=C1Cl)SC#N)Cl)O (2,3,6-trichloro-4-thiocyanatophenol), ClC1=C(C=C(C=C1Cl)Cl)O (2,3,5-trichlorophenol), ClC1=C(C(=CC=C1Cl)Cl)O (2,3,6-trichlorophenol). The product is ClC1=C(C=C(C(=C1Cl)SC#N)Cl)O (2,3,5-trichloro-4-thiocyanatophenol), ClC1=C(C=C(C(=C1Cl)SC)Cl)O (2,3,5-trichloro-4-(methylthio)phenol). RXN SMILES: ClC1C(Cl)=CC(Cl)=CC=1O.ClC1C(Cl)=CC=C(Cl)C=1O.[Cl:21][C:22]1[C:27]([Cl:28])=[C:26]([S:29][C:30]#[N:31])[C:25]([Cl:32])=[CH:24][C:23]=1[OH:33].ClC1C(Cl)=C(SC#N)C=C(Cl)C=1O>>[Cl:21][C:22]1[C:27]([Cl:28])=[C:26]([S:29][C:30]#[N:31])[C:25]([Cl:32])=[CH:24][C:23]=1[OH:33].[Cl:21][C:22]1[C:27]([Cl:28])=[C:26]([S:29][CH3:30])[C:25]([Cl:32])=[CH:24][C:23]=1[OH:33]. Reported procedure: The compound 2,3,5-trichloro-4-thiocyanatophenol is prepared in a manner similar to that of Example II using 2,3,5-trichlorophenol in lieu of 2,3,6-trichlorophenol. The compound 2,3,5-trichloro-4-(methylthio)phenol is prepared in a manner similar to that of Example II using 4.1 g. of 2,3,5-trichloro-4-thiocyanatophenol in place of 4.1 g. of 2,3,6-trichloro-4-thiocyanatophenol. Starting materials: ClC(Cl)(Cl)Cl, CCOC(OCC)(OCC)c1ccc2c(-c3ccnc(NC4CCCC4)n3)c(-c3ccc(F)cc3)nn2c1, CC(C)NC(C)C, [Li]CCCC, C1CCOC1. The product is CCOC(OCC)(OCC)c1ccc2c(-c3ccnc(NC4CCCC4)n3)c(-c3ccc(F)cc3)nn2c1Cl. RXN SMILES: [C:51]([Cl:52])([Cl:53])([Cl:54])[Cl:55].[CH:13]1([NH:18][c:19]2[n:20][cH:21][cH:22][c:23](-[c:25]3[c:26](-[c:44]4[cH:45][cH:46][c:47]([F:50])[cH:48][cH:49]4)[n:27][n:28]4[c:29]3[cH:30][cH:31][c:32]([C:34]([O:35][CH2:36][CH3:37])([O:38][CH2:39][CH3:40])[O:41][CH2:42][CH3:43])[cH:33]4)[n:24]2)[CH2:14][CH2:15][CH2:16][CH2:17]1.[CH:1]([NH:2][CH:3]([CH3:4])[CH3:5])([CH3:6])[CH3:7].[Li:8][CH2:9][CH2:10][CH2:11][CH3:12].[O:56]1[CH2:57][CH2:58][CH2:59][CH2:60]1>>[CH:13]1([NH:18][c:19]2[n:20][cH:21][cH:22][c:23](-[c:25]3[c:26](-[c:44]4[cH:45][cH:46][c:47]([F:50])[cH:48][cH:49]4)[n:27][n:28]4[c:29]3[cH:30][cH:31][c:32]([C:34]([O:35][CH2:36][CH3:37])([O:38][CH2:39][CH3:40])[O:41][CH2:42][CH3:43])[c:33]4[Cl:52])[n:24]2)[CH2:14][CH2:15][CH2:16][CH2:17]1. Reactants: CC(C)[N-]C(C)C, CI, [Li+], Cc1ccc2ccccc2n1. The product is CCc1ccc2ccccc2n1. RXN SMILES: [CH3:13][CH:14]([N-:15][CH:16]([CH3:17])[CH3:18])[CH3:19].[CH3:20][I:21].[Li+:12].[n:1]1[c:2]([CH3:3])[cH:4][cH:5][c:6]2[cH:7][cH:8][cH:9][cH:10][c:11]12>>[n:1]1[c:2]([CH2:3][CH3:13])[cH:4][cH:5][c:6]2[cH:7][cH:8][cH:9][cH:10][c:11]12. The reactants are C([O-])([O-])=O.[K+].[K+] (potassium carbonate), [I-].[Na+] (sodium iodide), ClCC(=O)NC1=C(C=C(C=C1)Cl)C(=O)O (1-Chloro-2-(2-carboxy-4-chlorophenyl)amino-2-oxoethane), O=C1NC2=C(N1C1CCNCC1)C=CC=C2 (4-(2-oxo-1-benzimidazolinyl)piperidine). Run in CN(C)C=O (DMF), O (H2O). Run at time 8 hour. The product is C(=O)(O)C1=C(C=CC(=C1)Cl)NC(CN1CCC(CC1)N1C(NC2=C1C=CC=C2)=O)=O (1-[2-(2-Carboxy-4-chlorophenyl)amino-2-oxoethyl]-4-(2-oxo-1-benzimidazolinyl)piperidine). Reaction SMILES: Cl[CH2:2][C:3]([NH:5][C:6]1[CH:11]=[CH:10][C:9]([Cl:12])=[CH:8][C:7]=1[C:13]([OH:15])=[O:14])=[O:4].[O:16]=[C:17]1[N:21]([CH:22]2[CH2:27][CH2:26][NH:25][CH2:24][CH2:23]2)[C:20]2[CH:28]=[CH:29][CH:30]=[CH:31][C:19]=2[NH:18]1.C(=O)([O-])[O-].[K+].[K+].[I-].[Na+]>CN(C=O)C.O>[C:13]([C:7]1[CH:8]=[C:9]([Cl:12])[CH:10]=[CH:11][C:6]=1[NH:5][C:3](=[O:4])[CH2:2][N:25]1[CH2:24][CH2:23][CH:22]([N:21]2[C:20]3[CH:28]=[CH:29][CH:30]=[CH:31][C:19]=3[NH:18][C:17]2=[O:16])[CH2:27][CH2:26]1)([OH:15])=[O:14] |f:2.3.4,5.6|. Reported procedure: 7.94 g (32 mmol) of the compound from Example II and 8.26 g (40 mmol) of 4-(2-oxo-1-benzimidazolinyl)piperidine (Aldrich) are initially introduced in 120 ml of DMF. The mixture is treated with 5.52 g (40 mmol) of potassium carbonate and 0.45 g (3 mmol) of sodium iodide and stirred overnight at room temperature. The batch is diluted with 600 ml of H2O and the product is precipitated at pH 5 by dropwise addition of 33 ml of 1N hydrochloric acid. The precipitate is filtered off with suction, stirre...